Dataset: the Open Reaction Database (ORD), a public repository of structured organic reaction records. Task: describe an organic reaction: reactants, conditions, products, and yield Starting materials: BrC=1C=C(C(=CC1F)O)O (4-bromo-5-fluorobenzene-1,2-diol), C(=O)([O-])[O-].[Cs+].[Cs+] (Cs2CO3), BrCCCBr (1,3-dibromopropane). Run in CN(C)C=O (DMF). Yields the product BrC=1C(=CC2=C(COCCO2)C1)F (7-Bromo-8-fluoro-3,4-dihydro-2H-benzo-[1,4]-dioxepine). As a reaction SMILES: [Br:1][C:2]1[CH:3]=[C:4](O)[C:5]([OH:9])=[CH:6][C:7]=1[F:8].[C:11]([O-])([O-])=[O:12].[Cs+].[Cs+].BrC[CH2:19][CH2:20]Br>CN(C=O)C>[Br:1][C:2]1[C:7]([F:8])=[CH:6][C:5]2[O:9][CH2:20][CH2:19][O:12][CH2:11][C:4]=2[CH:3]=1 |f:1.2.3|. Procedure details: To 1.50 g (7.25 mmol) of 4-bromo-5-fluorobenzene-1,2-diol in 25 mL DMF are added 5.90 g (18.1 mmol) Cs2CO3 and 0.89 mL (8.70 mmol) 1,3-dibromopropane. The reactants are O.NN (hydrazine monohydrate), [N+](=O)([O-])C=1C=C(C(=O)C2=NC=CC=C2C(=O)OC)C=CC1 (2-(3-nitrobenzoyl)-3-methoxycarbonylpyridine), C(C)(=O)OCC (ethyl acetate). Solvent: C(C)O (ethanol). Yield: 108.1%. Product: [N+](=O)([O-])C=1C=C(C=CC1)C1=NNC(C2=C1N=CC=C2)=O (8-(3-nitrophenyl)-pyrido[2,3-d]pyridazin-5-one). Reaction SMILES: [N+:1]([C:4]1[CH:5]=[C:6]([CH:19]=[CH:20][CH:21]=1)[C:7]([C:9]1[C:14]([C:15](OC)=[O:16])=[CH:13][CH:12]=[CH:11][N:10]=1)=O)([O-:3])=[O:2].O.[NH2:23][NH2:24].C(OCC)(=O)C>C(O)C>[N+:1]([C:4]1[CH:5]=[C:6]([C:7]2[C:9]3[N:10]=[CH:11][CH:12]=[CH:13][C:14]=3[C:15](=[O:16])[NH:24][N:23]=2)[CH:19]=[CH:20][CH:21]=1)([O-:3])=[O:2] |f:1.2|. Procedure details: To a solution of 2-(3-nitrobenzoyl)-3-methoxycarbonylpyridine (0.58 g, 2 mmoles) dissolved in ethanol (50 ml), was added hydrazine monohydrate (0.25 ml, 5.1 mmoles). The mixture was refluxed for 4 hours, cooled and ethyl acetate (50 ml) was added. The solid material was collected and dried, yielding 0.58 g of 8-(3-nitrophenyl)-pyrido[2,3-d]pyridazin-5-one, mp 302° C. Starting materials: C=O, COc1c(O)cc(O)c2c(=O)cc(-c3ccccc3)oc12, CO, OC1CCNCC1. The product is COc1c(O)c(CN2CCC(O)CC2)c(O)c2c(=O)cc(-c3ccccc3)oc12. As a reaction SMILES: [CH2:22]=[O:23].[CH3:1][O:2][c:3]1[c:4]([OH:5])[cH:6][c:7]([OH:8])[c:9]2[c:10]1[o:11][c:12](-[c:16]1[cH:17][cH:18][cH:19][cH:20][cH:21]1)[cH:13][c:14]2=[O:15].[CH3:31][OH:32].[OH:24][CH:25]1[CH2:26][CH2:27][NH:28][CH2:29][CH2:30]1>>[CH3:1][O:2][c:3]1[c:4]([OH:5])[c:6]([CH2:22][N:28]2[CH2:27][CH2:26][CH:25]([OH:24])[CH2:30][CH2:29]2)[c:7]([OH:8])[c:9]2[c:10]1[o:11][c:12](-[c:16]1[cH:17][cH:18][cH:19][cH:20][cH:21]1)[cH:13][c:14]2=[O:15]. The reactants are [BH4-], COCCOCN(c1noc(C)c1C)S(=O)(=O)c1ccccc1-c1ccc(-c2ncccn2)cc1C=O, CO, [Na+]. The product is COCCOCN(c1noc(C)c1C)S(=O)(=O)c1ccccc1-c1ccc(-c2ncccn2)cc1CO. RXN SMILES: [BH4-:38].[CH3:1][c:2]1[c:3]([N:8]([S:9](=[O:10])(=[O:11])[c:12]2[c:13](-[c:18]3[c:19]([CH:30]=[O:31])[cH:20][c:21](-[c:24]4[n:25][cH:26][cH:27][cH:28][n:29]4)[cH:22][cH:23]3)[cH:14][cH:15][cH:16][cH:17]2)[CH2:32][O:33][CH2:34][CH2:35][O:36][CH3:37])[n:4][o:5][c:6]1[CH3:7].[CH3:40][OH:41].[Na+:39]>>[CH3:1][c:2]1[c:3]([N:8]([S:9](=[O:10])(=[O:11])[c:12]2[c:13](-[c:18]3[c:19]([CH2:30][OH:31])[cH:20][c:21](-[c:24]4[n:25][cH:26][cH:27][cH:28][n:29]4)[cH:22][cH:23]3)[cH:14][cH:15][cH:16][cH:17]2)[CH2:32][O:33][CH2:34][CH2:35][O:36][CH3:37])[n:4][o:5][c:6]1[CH3:7]. Yields the product CN(c1ccccc1)c1ncccc1[N+](=O)[O-], Cl. Reaction SMILES: [CH3:1][NH:2][c:3]1[cH:4][cH:5][cH:6][cH:7][cH:8]1.[Cl:9][c:10]1[n:11][cH:12][cH:13][cH:14][c:15]1[N+:16](=[O:17])[O-:18].[ClH:19]>>[CH3:1][N:2]([c:3]1[cH:4][cH:5][cH:6][cH:7][cH:8]1)[c:10]1[n:11][cH:12][cH:13][cH:14][c:15]1[N+:16](=[O:17])[O-:18].[ClH:9]. Reactants: CNc1ccccc1, O=[N+]([O-])c1cccnc1Cl, Cl. Starting materials: NC1=NC=2NC(C(=NC2C(N1)=O)COC)(C)C (2-amino-7,8-dihydro-6-methoxymethyl-7,7-dimethyl-4(3H)-pteridinone), Cl (HCl). The reagents and catalysts are [Pt]=O (platinum oxide). Yields the product Cl.NC1=NC=2NC(C(NC2C(N1)=O)COC)(C)C (2-amino-5,6,7,8-tetrahydro-6-methoxymethyl-7,7-dimethyl-4(3H)-pteridinone hydrochloride). Reaction SMILES: [NH2:1][C:2]1[NH:11][C:10](=[O:12])[C:9]2[N:8]=[C:7]([CH2:13][O:14][CH3:15])[C:6]([CH3:17])([CH3:16])[NH:5][C:4]=2[N:3]=1.[ClH:18]>[Pt]=O>[ClH:18].[NH2:1][C:2]1[NH:11][C:10](=[O:12])[C:9]2[NH:8][CH:7]([CH2:13][O:14][CH3:15])[C:6]([CH3:17])([CH3:16])[NH:5][C:4]=2[N:3]=1 |f:3.4|. Reported procedure: A mixture of 2-amino-7,8-dihydro-6-methoxymethyl-7,7-dimethyl-4(3H)-pteridinone, 0.10 g and platinum oxide (prereduced) 0.015 g, in 6 mL of 2N HCl was hydrogenated at 1 atm H2 at room temperature for 2.5 hr. the mixture was filtered, and the filtrate was evaporated. This crude product was recrystallized from 6N HCl/MeCN to yield 2-amino-5,6,7,8-tetrahydro-6-methoxymethyl-7,7-dimethyl-4(3H)-pteridinone hydrochloride 0.089 g as a white solid, m.p. 214°-300° C. (dec), 76% of theoretical yield. The reactants are [H-].[Na+] (Sodium hydride), O (water), P(OC(C#N)(CC)CC)([O-])=O (diethylcyanomethyl phosphonate), C(C)(C)(C)OC(NCCCCCC=O)=O (t-butyl(5-formylpentyl)carbamate). The solvent is COCCOC (1.2-dimethoxyethane). Reaction conditions: temperature 20 celsius. The product is C(C)(C)(C)OC(NC(CCCC=C)CC#N)=O (t-Butyl-(7-cyano-hepten-6-yl)carbamate). As a reaction SMILES: [H-].[Na+].P(=O)([O-])O[C:5](CC)(CC)[C:6]#[N:7].[C:14]([O:18][C:19](=[O:28])[NH:20][CH2:21][CH2:22][CH2:23][CH2:24][CH2:25][CH:26]=O)([CH3:17])([CH3:16])[CH3:15].O>COCCOC>[C:14]([O:18][C:19](=[O:28])[NH:20][CH:21]([CH2:5][C:6]#[N:7])[CH2:22][CH2:23][CH2:24][CH:25]=[CH2:26])([CH3:17])([CH3:16])[CH3:15] |f:0.1|. Reported procedure: Sodium hydride (50% suspension in oil, 1.2 g, 0.025 mol) is placed in 100 ml of dry 1.2-dimethoxyethane. The slurry is cooled to 20° C. and diethylcyanomethyl phosphonate (4.43 g, 0.025 mol) is added dropwise with stirring. After the addition, the solution is stirred at room temperature for 1 hour until gas evolution has ceased. To the yellow solution, maintained below 25° C., is added dropwise t-butyl(5-formylpentyl)carbamate (5.38 g, 0.025 mol). The solution is stirred at room temperature for ...